This data is from the Open Reaction Database (ORD), a public repository of structured organic reaction records. The task is: describe an organic reaction: reactants, conditions, products, and yield Procedure details: To a stirred solution 0.81 mmol 5-chloro-6-(3,6-dihydro-2H-pyran-4-yl)-1,3-dihydro-isoindole-2-carboxylic acid tert-butyl ester (Example A61(a)) in 40 ml methanol was added 0.41 mmol platinum(IV) oxide and the mixture was stirred under an atmosphere of hydrogen for 16 h. The reaction mixture was then filtered and the filtrate was concentrated in vacuo. The residue was purified by chromatography (SiO2, heptane/ethyl acetate) to yield the title compound as a white solid (38% yield). MS (m/e): 284.... The solvent is CO (methanol). The product is C(C)(C)(C)OC(=O)N1CC2=CC(=C(C=C2C1)Cl)C1CCOCC1 (5-Chloro-6-(tetrahydro-pyran-4-yl)-1,3-dihydro-isoindole-2-carboxylic acid tert-butyl ester). Reaction SMILES: [C:1]([O:5][C:6]([N:8]1[CH2:16][C:15]2[C:10](=[CH:11][C:12]([C:18]3[CH2:19][CH2:20][O:21][CH2:22][CH:23]=3)=[C:13]([Cl:17])[CH:14]=2)[CH2:9]1)=[O:7])([CH3:4])([CH3:3])[CH3:2]>CO.[Pt](=O)=O>[C:1]([O:5][C:6]([N:8]1[CH2:16][C:15]2[C:10](=[CH:11][C:12]([CH:18]3[CH2:19][CH2:20][O:21][CH2:22][CH2:23]3)=[C:13]([Cl:17])[CH:14]=2)[CH2:9]1)=[O:7])([CH3:4])([CH3:2])[CH3:3]. The yield is 38.0%. Starting materials: solution, C(C)(C)(C)OC(=O)N1CC2=CC(=C(C=C2C1)Cl)C=1CCOCC1 (5-chloro-6-(3,6-dihydro-2H-pyran-4-yl)-1,3-dihydro-isoindole-2-carboxylic acid tert-butyl ester). Reaction conditions: time 16 hour. Reagents/catalysts: [Pt](=O)=O (platinum(IV) oxide). Starting materials: CC1(OC2=C(C3=C1CCC3)C(=CC(=C2)C(C)C(CCCCC)C)O)C (4,4-dimethyl-9-hydroxy-7-(3-methyl-2-octyl)-1,2,3,4-tetrahydrocyclopenta[ c][1]benzopyran), Cl (HCl), C1(CCCCC1)N=C=NC1CCCCC1 (dicyclohexylcarbodiimide), Cl.N1(CCCCC1)CCC(=O)O (β-piperidinopropionic acid hydrochloride). Run in CCOCC (ether), C(Cl)Cl (methylene chloride). Yields the product Cl.CC1(OC2=C(C3=C1CCC3)C(=CC(=C2)C(C)C(CCCCC)C)OC(CCN2CCCCC2)=O)C (4,4-Dimethyl-7-(3-methyl-2-octyl)-9-[3-(piperidino)-propionyloxy]-1,2,3,4-tetrahydrocyclopenta[ c][1]-benzopyran hydrochloride). As a reaction SMILES: [CH3:1][C:2]1([CH3:25])[C:7]2[CH2:8][CH2:9][CH2:10][C:6]=2[C:5]2[C:11]([OH:24])=[CH:12][C:13]([CH:15]([CH:17]([CH3:23])[CH2:18][CH2:19][CH2:20][CH2:21][CH3:22])[CH3:16])=[CH:14][C:4]=2[O:3]1.C1(N=C=NC2CCCCC2)CCCCC1.[ClH:41].[N:42]1([CH2:48][CH2:49][C:50](O)=[O:51])[CH2:47][CH2:46][CH2:45][CH2:44][CH2:43]1.Cl>CCOCC.C(Cl)Cl>[ClH:41].[CH3:25][C:2]1([CH3:1])[C:7]2[CH2:8][CH2:9][CH2:10][C:6]=2[C:5]2[C:11]([O:24][C:50](=[O:51])[CH2:49][CH2:48][N:42]3[CH2:47][CH2:46][CH2:45][CH2:44][CH2:43]3)=[CH:12][C:13]([CH:15]([CH:17]([CH3:23])[CH2:18][CH2:19][CH2:20][CH2:21][CH3:22])[CH3:16])=[CH:14][C:4]=2[O:3]1 |f:2.3,7.8|. Procedure details: 2.8 g. (8.2 mmoles) of 4,4-dimethyl-9-hydroxy-7-(3-methyl-2-octyl)-1,2,3,4-tetrahydrocyclopenta[ c][1]benzopyran, 1.77 g. (8.6 mmoles) of dicyclohexylcarbodiimide and 1.65 g. (8.5 mmoles) of β-piperidinopropionic acid hydrochloride (m.p. 216°-220°C., J. Am. Chem. Soc. 73, 3168 (1951) were combined with 125 ml. of methylene chloride and stirred at room temperature for about 20 hours. The reaction mixture was filtered and the methylene chloride removed using a rotary evaporator. The residue was tr... Starting materials: FC=1C=CC(=C(C#N)C1)OC1=CC(=C(C=C1)[N+](=O)[O-])C (5-Fluoro-2-(3-methyl-4-nitrophenoxy)-benzonitrile), [NH4+].[Cl-] (NH4Cl). The reagents and catalysts are [Zn] (zinc), [Zn] (zinc). The solvent is CO.C1CCOC1 (MeOH THF). Reaction conditions: time 10 minute. Yields the product NC1=C(C=C(OC2=C(C#N)C=C(C=C2)F)C=C1)C (2-(4-Amino-3-methylphenoxy)-5-fluorobenzonitrile). RXN SMILES: [F:1][C:2]1[CH:3]=[CH:4][C:5]([O:10][C:11]2[CH:16]=[CH:15][C:14]([N+:17]([O-])=O)=[C:13]([CH3:20])[CH:12]=2)=[C:6]([CH:9]=1)[C:7]#[N:8].[NH4+].[Cl-]>[Zn].CO.C1COCC1>[NH2:17][C:14]1[CH:15]=[CH:16][C:11]([O:10][C:5]2[CH:4]=[CH:3][C:2]([F:1])=[CH:9][C:6]=2[C:7]#[N:8])=[CH:12][C:13]=1[CH3:20] |f:1.2,4.5|. Reported procedure: Intermediate (24t) (14.3 g, mmol) and zinc dust (17.2 g, 263 mmol) were suspended in mixed solvent of MeOH/THF (1:1, 125 mL) and saturated NH4Cl (125 mL) was added. The reaction mixture became warm. There was an obvious change in the zinc suspension. The reaction was finished in 10 minutes. The reaction mixture was filtered through a silica plug and diluted with EtOAc and saturated NaHCO3. The layers were separated and the combined organics dried over MgSO4 and concentrated under reduced pressur... The product is CN(C)C(=O)C1CCN(c2nc(NC3CCN(C(=O)Cc4ccc(OC(F)(F)F)cc4)C3)nc3cc(F)ccc23)CC1, Cl. Reactants: CCCCO, CN(C)C(=O)C1CCN(c2nc(Cl)nc3cc(F)ccc23)CC1, CCN(C(C)C)C(C)C, ClC(Cl)Cl, Cl, NN1CCCC1, NC1CCN(C(=O)Cc2ccc(OC(F)(F)F)cc2)C1, [Na+], O=C([O-])O. As a reaction SMILES: [CH2:69]([OH:70])[CH2:71][CH2:72][CH3:73].[CH3:7][N:8]([C:9](=[O:10])[CH:11]1[CH2:12][CH2:13][N:14]([c:17]2[n:18][c:19]([Cl:28])[n:20][c:21]3[cH:22][c:23]([F:27])[cH:24][cH:25][c:26]23)[CH2:15][CH2:16]1)[CH3:29].[CH:51]([N:52]([CH2:53][CH3:54])[CH:55]([CH3:56])[CH3:57])([CH3:58])[CH3:59].[CH:60]([Cl:61])([Cl:62])[Cl:63].[ClH:30].[NH2:1][N:2]1[CH2:3][CH2:4][CH2:5][CH2:6]1.[NH2:31][CH:32]1[CH2:33][N:34]([C:37]([CH2:38][c:39]2[cH:40][cH:41][c:42]([O:45][C:46]([F:47])([F:48])[F:49])[cH:43][cH:44]2)=[O:50])[CH2:35][CH2:36]1.[Na+:64].[OH:65][C:66](=[O:67])[O-:68]>>[CH3:7][N:8]([C:9](=[O:10])[CH:11]1[CH2:12][CH2:13][N:14]([c:17]2[n:18][c:19]([NH:31][CH:32]3[CH2:33][N:34]([C:37]([CH2:38][c:39]4[cH:40][cH:41][c:42]([O:45][C:46]([F:47])([F:48])[F:49])[cH:43][cH:44]4)=[O:50])[CH2:35][CH2:36]3)[n:20][c:21]3[cH:22][c:23]([F:27])[cH:24][cH:25][c:26]23)[CH2:15][CH2:16]1)[CH3:29].[ClH:28].